Task: describe an organic reaction: reactants, conditions, products, and yield. Dataset: the Open Reaction Database (ORD), a public repository of structured organic reaction records Reactants: BrC1=CC=C(C=C1)Br (1,4-dibromobenzene), FC1=C(\C=N\[S@@](=O)C(C)(C)C)C=CC(=C1)F ((S,E)-N-(2,4-difluorobenzylidene)-2-methylpropane-2-sulfinamide), FC1=C(\C=N\[S@@](=O)C(C)(C)C)C=CC(=C1)F ((S,E)-N-(2,4-difluorobenzylidene)-2-methylpropane-2-sulfinamide), [Li]CCCC (n-BuLi). Run in C1CCOC1 (THF), C1CCOC1 (THF). Conditions: temperature -78 celsius, time 1 hour. Yields the product BrC1=CC=C(C=C1)[C@H](N[S@@](=O)C(C)(C)C)C1=C(C=C(C=C1)F)F ((S)—N—((S)-(4-bromophenyl)(2,4-difluorophenyl)methyl)-2-methylpropane-2-sulfinamide). Isolated yield 42.0%. As a reaction SMILES: Br[C:2]1[CH:7]=[CH:6][C:5]([Br:8])=[CH:4][CH:3]=1.[Li]CCCC.[F:14][C:15]1[CH:28]=[C:27]([F:29])[CH:26]=[CH:25][C:16]=1/[CH:17]=[N:18]/[S@:19]([C:21]([CH3:24])([CH3:23])[CH3:22])=[O:20]>C1COCC1>[Br:8][C:5]1[CH:6]=[CH:7][C:2]([C@@H:17]([C:16]2[CH:25]=[CH:26][C:27]([F:29])=[CH:28][C:15]=2[F:14])[NH:18][S@:19]([C:21]([CH3:24])([CH3:23])[CH3:22])=[O:20])=[CH:3][CH:4]=1. Procedure details: 1,4-dibromobenzene (10.58 g, 44.8 mmol) was dissolved in THF (150 ml) and cooled to −78° C. under nitrogen. Then n-BuLi (18 ml, 44.8 mmol) was added dropwise below −60° C. After addition, the mixture was stirred at −78° C. for additional 1 h and then (S,E)-N-(2,4-difluorobenzylidene)-2-methylpropane-2-sulfinamide, 21-a, (10 g, 40.77 mmol) in anhydrous THF was added dropwise below −60° C. Then the mixture was allowed to stir at room temperature for 6 h. The mixture was quenched with saturated NH4... Reactants: FC1=C(C=CC=C1)C#N (2-fluorocyanobenzene), N1N=CN=C1 (1,2,4-triazole), C([O-])([O-])=O.[Cs+].[Cs+] (cesium carbonate), N1(N=CN=C1)C1=C(C=CC=C1)C#N (2-(1,2,4-triazol-1-yl)cyanobenzene), N1(N=CN=C1)C1=C(C=CC=C1)C#N (2-(1,2,4-triazol-1-yl)cyanobenzene). Solvent: CN(C)C=O (DMF), CCOC(=O)C (EtOAc). Reaction conditions: temperature 50 celsius, time 18 hour. Product: N1(N=CN=C1)C1=C(C=CC=C1)C#N (2-(1,2,4-triazol-1-yl)cyanobenzene), N=1N=CN(C1)C1=C(C=CC=C1)C#N (2-(1,2,4-triazol-4-yl)cyanobenzene). RXN SMILES: F[C:2]1[CH:7]=[CH:6][CH:5]=[CH:4][C:3]=1[C:8]#[N:9].[NH:10]1[CH:14]=[N:13][CH:12]=[N:11]1.C(=O)([O-])[O-].[Cs+].[Cs+].[N:21]1([C:26]2[CH:31]=[CH:30][CH:29]=[CH:28][C:27]=2[C:32]#[N:33])[CH:25]=[N:24][CH:23]=[N:22]1>CN(C=O)C.CCOC(C)=O>[N:21]1([C:26]2[CH:31]=[CH:30][CH:29]=[CH:28][C:27]=2[C:32]#[N:33])[CH:25]=[N:24][CH:23]=[N:22]1.[N:10]1[N:11]=[CH:12][N:13]([C:2]2[CH:7]=[CH:6][CH:5]=[CH:4][C:3]=2[C:8]#[N:9])[CH:14]=1 |f:2.3.4|. Reported procedure: To a stirred solution of 2-fluorocyanobenzene (5.0 g, 41 mmol) in DMF (75 mL) was added 1,2,4-triazole (3.0 g, 43 mmol) and cesium carbonate (14 g, 43 mmol). The mixture was warmed to 50° C. and stirred under inert atmosphere for 18 h. The mixture was cooled to ambient temperature, diluted with an equal volume of EtOAc, filtered, and the filtrate solvents were removed under reduced pressure. The residue was partitioned between ether (50 mL) and water (100 mL). The undissolved solid was collected... Reactants: COC(=O)CCCCC(=O)Nc1c(I)c(C(=O)O)c(I)c(N(C)C(C)=O)c1I, Cl, [Na+], [OH-], O. Product: CC(=O)N(C)c1c(I)c(NC(=O)CCCCC(=O)O)c(I)c(C(=O)O)c1I. RXN SMILES: [C:1](=[O:2])([OH:3])[c:4]1[c:5]([I:28])[c:6]([NH:7][C:8]([CH2:9][CH2:10][CH2:11][CH2:12][C:13](=[O:14])[O:15][CH3:16])=[O:17])[c:18]([I:27])[c:19]([N:22]([C:23]([CH3:24])=[O:25])[CH3:26])[c:20]1[I:21].[ClH:31].[Na+:30].[OH-:29].[OH2:32]>>[C:1](=[O:2])([OH:3])[c:4]1[c:5]([I:28])[c:6]([NH:7][C:8]([CH2:9][CH2:10][CH2:11][CH2:12][C:13](=[O:14])[OH:15])=[O:17])[c:18]([I:27])[c:19]([N:22]([C:23]([CH3:24])=[O:25])[CH3:26])[c:20]1[I:21]. Starting materials: CCOCC (Ether), C(CCCCC)N1CCNCC1 (n-hexyl piperazine), ClCCC(CCC)=O (1-chloro-3-hexanone), Cl (HCl). Run in C(C)(C)O (isopropanol). Conditions: temperature 100 celsius. Product: Cl.Cl.C(CCCCC)N1CCN(CC1)CCC(CCC)=O (1-Hexyl-4-(3-Ketohexyl)-Piperazine Dihydrochloride). As a reaction SMILES: [CH2:1]([N:7]1[CH2:12][CH2:11][NH:10][CH2:9][CH2:8]1)[CH2:2][CH2:3][CH2:4][CH2:5][CH3:6].[Cl:13][CH2:14][CH2:15][C:16](=[O:20])[CH2:17][CH2:18][CH3:19].[ClH:21].CCOCC>C(O)(C)C>[ClH:13].[ClH:21].[CH2:1]([N:7]1[CH2:8][CH2:9][N:10]([CH2:14][CH2:15][C:16](=[O:20])[CH2:17][CH2:18][CH3:19])[CH2:11][CH2:12]1)[CH2:2][CH2:3][CH2:4][CH2:5][CH3:6] |f:5.6.7|. Reported procedure: A mixture of 15.3 g (0.09 mole) of n-hexyl piperazine and 12.3 g (0.091 mole) of 1-chloro-3-hexanone was heated to 100° C. for 5 minutes, cooled and dissolved in isopropanol. Isopropanolic HCl was added until acidic. Ether was added and the salt was filtered off. The product was crystallized from acetonitrile to yield 16.5 g of product with a melting point of 225°-230° C. The reactants are O (water), ClC1=C(C=O)C=C(C(=C1)F)C1=NN(C(=C1Cl)C(F)(F)F)C (2-chloro-5-[4-chloro-1-methyl-5-(trifluoromethyl)-1H-pyrazol-3-yl]-4-fluorobenzaldehyde), C(CO)O (ethylene glycol), C1(=CC=C(C=C1)S(=O)(=O)O)C (p-toluene-sulfonic acid). Run in C1(=CC=CC=C1)C (toluene). The product is ClC=1C(=NN(C1C(F)(F)F)C)C1=C(C=C(C(=C1)C1OCCO1)Cl)F (4-chloro-3-(4-chloro-5-(1,3-dioxolan-2-yl)-2-fluorophenyl)-1-methyl-5-(trifluoromethyl)-1H-pyrazole). The yield is 61.2%. As a reaction SMILES: O.[Cl:2][C:3]1[CH:10]=[C:9]([F:11])[C:8]([C:12]2[C:16]([Cl:17])=[C:15]([C:18]([F:21])([F:20])[F:19])[N:14]([CH3:22])[N:13]=2)=[CH:7][C:4]=1[CH:5]=[O:6].[CH2:23](O)[CH2:24][OH:25].C1(C)C=CC(S(O)(=O)=O)=CC=1>C1(C)C=CC=CC=1>[Cl:17][C:16]1[C:12]([C:8]2[CH:7]=[C:4]([CH:5]3[O:25][CH2:24][CH2:23][O:6]3)[C:3]([Cl:2])=[CH:10][C:9]=2[F:11])=[N:13][N:14]([CH3:22])[C:15]=1[C:18]([F:21])([F:20])[F:19]. Reported procedure: In an apparatus equipped with a Dean-Stark trap for azeotropic removal of water, 2.4 g (7.0 mmoles) 2-chloro-5-[4-chloro-1-methyl-5-(trifluoromethyl)-1H-pyrazol-3-yl]-4-fluorobenzaldehyde, 0.4 mL (7.7 moles) ethylene glycol and a catalytic amount of p-toluene-sulfonic acid in 50 mL toluene was heated to reflux for 24 hours. The resultant mixture was concentrated and the residue purified by chromatography to give 1.65 g (61%) of 4-chloro-3-(4-chloro-5-(1,3-dioxolan-2-yl)-2-fluorophenyl)-1-methyl-...